Dataset: the Open Reaction Database (ORD), a public repository of structured organic reaction records. Task: describe an organic reaction: reactants, conditions, products, and yield Procedure: 1-[1-(4-cyanophenyl)-3-(4-fluorophenyl)-2-propenyl]-1,2,4-triazole 1-[1-(4-cyanophenyl)-3-(4-fluorophenyl)-3-hydroxypropyl]-1,2,4-triazole (100 mg) is heated with potassium hydrogen sulfate (400 mg) on oil bath at 140 ° C. for 2 hours. Methanol is added and the inorganic material is filtered off. Methanol is evaporated to give the product as a mixture of cis and trans isomers. Starting materials: C(#N)C1=CC=C(C=C1)C(CC(O)C1=CC=C(C=C1)F)N1N=CN=C1.C(#N)C1=CC=C(C=C1)C(C=CC1=CC=C(C=C1)F)N1N=CN=C1 (1-[1-(4-cyanophenyl)-3-(4-fluorophenyl)-2-propenyl]-1,2,4-triazole 1-[1-(4-cyanophenyl)-3-(4-fluorophenyl)-3-hydroxypropyl]-1,2,4-triazole), S(=O)(=O)(O)[O-].[K+] (potassium hydrogen sulfate). Run in CO (Methanol). Reaction SMILES: [C:1]([C:3]1[CH:8]=[CH:7][C:6]([CH:9]([N:20]2[CH:24]=[N:23][CH:22]=[N:21]2)[CH2:10][CH:11]([C:13]2[CH:18]=[CH:17][C:16]([F:19])=[CH:15][CH:14]=2)O)=[CH:5][CH:4]=1)#[N:2].C(C1C=CC(C(N2C=NC=N2)C=CC2C=CC(F)=CC=2)=CC=1)#N.S([O-])(O)(=O)=O.[K+]>CO>[C:1]([C:3]1[CH:8]=[CH:7][C:6]([CH:9]([N:20]2[CH:24]=[N:23][CH:22]=[N:21]2)[CH:10]=[CH:11][C:13]2[CH:18]=[CH:17][C:16]([F:19])=[CH:15][CH:14]=2)=[CH:5][CH:4]=1)#[N:2] |f:0.1,2.3|. Product: C(#N)C1=CC=C(C=C1)C(C=CC1=CC=C(C=C1)F)N1N=CN=C1 (1-[1-(4-cyanophenyl)-3-(4-fluorophenyl)-2-propenyl]-1,2,4-triazole). Starting materials: CN1C(=O)N(c2cc(Cl)cc(Cl)c2)C(=O)C12CCCCC2c1ccc(Br)cc1, N#C[Cu]. The product is CN1C(=O)N(c2cc(Cl)cc(Cl)c2)C(=O)C12CCCCC2c1ccc(C#N)cc1. Reaction SMILES: [Br:1][c:2]1[cH:3][cH:4][c:5]([CH:8]2[C:9]3([C:10](=[O:24])[N:11]([c:16]4[cH:17][c:18]([Cl:23])[cH:19][c:20]([Cl:22])[cH:21]4)[C:12](=[O:15])[N:13]3[CH3:14])[CH2:25][CH2:26][CH2:27][CH2:28]2)[cH:6][cH:7]1.[Cu:29][C:30]#[N:31]>>[c:2]1([C:30]#[N:31])[cH:3][cH:4][c:5]([CH:8]2[C:9]3([C:10](=[O:24])[N:11]([c:16]4[cH:17][c:18]([Cl:23])[cH:19][c:20]([Cl:22])[cH:21]4)[C:12](=[O:15])[N:13]3[CH3:14])[CH2:25][CH2:26][CH2:27][CH2:28]2)[cH:6][cH:7]1. The product is ClC=1N(C=C(N1)[N+](=O)[O-])C[C@@](COC1=CC=C(C=C1)N1CCC(CC1)OC1=CC=C(C=C1)OC(F)(F)F)(C)O (1-{4-[(2R)-3-(2-chloro-4-nitroimidazole-1-yl)-2-hydroxy-2-methylpropoxy]phenyl}-4-(4-trifluoromethoxyphenoxy)piperidine). Reported procedure: 1-(4-hydroxyphenyl)-4-(4-trifluoromethoxyphenoxy)piperidine (2034 g) and 2-chloro-1-[(2R)-2-methyl-2,3-epoxypropyl]-4-nitroimidazole (1388 g) were heated with stirring for 8 hours at about 100° C. and crude 1-{4-[(2R)-3-(2-chloro-4-nitroimidazole-1-yl)-2-hydroxy-2-methylpropoxy]phenyl}-4-(4-trifluoromethoxyphenoxy)piperidine was obtained. At the point where this was cooled to 88° C., dimethylformamide (2.5 L) was added and dissolved therein. After leaving the mixture at room temperature for 13 h... Reaction conditions: temperature 100 celsius, time 8 hour. Reaction SMILES: [OH:1][C:2]1[CH:7]=[CH:6][C:5]([N:8]2[CH2:13][CH2:12][CH:11]([O:14][C:15]3[CH:20]=[CH:19][C:18]([O:21][C:22]([F:25])([F:24])[F:23])=[CH:17][CH:16]=3)[CH2:10][CH2:9]2)=[CH:4][CH:3]=1.[Cl:26][C:27]1[N:28]([CH2:35][C@@:36]2([CH3:39])[O:38][CH2:37]2)[CH:29]=[C:30]([N+:32]([O-:34])=[O:33])[N:31]=1>>[Cl:26][C:27]1[N:28]([CH2:35][C@:36]([OH:38])([CH3:37])[CH2:39][O:1][C:2]2[CH:3]=[CH:4][C:5]([N:8]3[CH2:9][CH2:10][CH:11]([O:14][C:15]4[CH:20]=[CH:19][C:18]([O:21][C:22]([F:25])([F:23])[F:24])=[CH:17][CH:16]=4)[CH2:12][CH2:13]3)=[CH:6][CH:7]=2)[CH:29]=[C:30]([N+:32]([O-:34])=[O:33])[N:31]=1. Reactants: OC1=CC=C(C=C1)N1CCC(CC1)OC1=CC=C(C=C1)OC(F)(F)F (1-(4-hydroxyphenyl)-4-(4-trifluoromethoxyphenoxy)piperidine), ClC=1N(C=C(N1)[N+](=O)[O-])C[C@@]1(CO1)C (2-chloro-1-[(2R)-2-methyl-2,3-epoxypropyl]-4-nitroimidazole). Starting materials: [Cl-].[Cl-].[Cl-].[In+3] (Indiumtrichloride), Cl[SiH](C1=CC=CC=C1)C1=CC=CC=C1 (chlorodiphenylsilane), C(C1=CC=CC=C1)N1CC2C(C3=C(C2C1)SC=C3)O (2-Benzyl-1,2,3,3a,7,7a-hexahydro-4-thia-2-aza-cyclopenta[α]pentalen-7-ol). Run in ClC(C)Cl (dichloroethane). Reaction conditions: temperature 60 celsius. Product: C(C1=CC=CC=C1)N1CC2CC3=C(C2C1)SC=C3 (2-Benzyl-1,2,3,3a,7,7a-hexahydro-4-thia-2-aza-cyclopenta[α]pentalene). Yield: 57.0%. RXN SMILES: [Cl-].[Cl-].[Cl-].[In+3].Cl[SiH](C1C=CC=CC=1)C1C=CC=CC=1.[CH2:19]([N:26]1[CH2:33][CH:32]2[CH:28]([CH:29](O)[C:30]3[CH:36]=[CH:35][S:34][C:31]=32)[CH2:27]1)[C:20]1[CH:25]=[CH:24][CH:23]=[CH:22][CH:21]=1>ClC(Cl)C>[CH2:19]([N:26]1[CH2:33][CH:32]2[CH:28]([CH2:29][C:30]3[CH:36]=[CH:35][S:34][C:31]=32)[CH2:27]1)[C:20]1[CH:21]=[CH:22][CH:23]=[CH:24][CH:25]=1 |f:0.1.2.3|. Procedure details: Indiumtrichloride (973 mg, 4.40 mmol) and chlorodiphenylsilane (2888 mg, 13.20 mmol) were added to a solution of the product from step f) (1192 mg, 4.40 mmol) in 20 mL of dichloroethane. The reaction mixture was heated at 60° C. overnight and then was cooled to room temperature and quenched with saturated NaHCO3 (50 ml). The reaction mixture was extracted with ethylacetate (2×50 mL). The combined organic extracts were washed with brine (50 ml), dried with MgSO4 and solvent evaporated in vacuo to... Reactants: CC(C)OC(=O)CCCC1=CCC2C(CC(OC3CCCCO3)C2CO[Si](C)(C)C(C)(C)C)OC1, ClCCl, [H][H]. Product: CC(C)OC(=O)CCCC1CCC2C(CC(OC3CCCCO3)C2CO[Si](C)(C)C(C)(C)C)OC1. RXN SMILES: [CH3:1][Si:2]([O:3][CH2:4][CH:5]1[CH:6]([O:24][CH:25]2[O:26][CH2:27][CH2:28][CH2:29][CH2:30]2)[CH2:7][CH:8]2[O:9][CH2:10][C:11]([CH2:15][CH2:16][CH2:17][C:18](=[O:19])[O:20][CH:21]([CH3:22])[CH3:23])=[CH:12][CH2:13][CH:14]12)([C:31]([CH3:32])([CH3:33])[CH3:34])[CH3:35].[Cl:38][CH2:39][Cl:40].[H:36][H:37]>>[CH3:1][Si:2]([O:3][CH2:4][CH:5]1[CH:6]([O:24][CH:25]2[O:26][CH2:27][CH2:28][CH2:29][CH2:30]2)[CH2:7][CH:8]2[O:9][CH2:10][CH:11]([CH2:15][CH2:16][CH2:17][C:18](=[O:19])[O:20][CH:21]([CH3:22])[CH3:23])[CH2:12][CH2:13][CH:14]12)([C:31]([CH3:32])([CH3:33])[CH3:34])[CH3:35]. The reactants are ClC=1C=CC(=C(C1)C1=CC(N(C=C1OC)C(C(=O)NC1=CC=C(C(=O)OC(C)(C)C)C=C1)C)=O)C#N (tert-Butyl 4-({2-[4-(5-Chloro-2-cyanophenyl)-5-methoxy-2-oxopyridin-1(2H)-yl]propanoyl}amino)benzoate), C(=O)(C(F)(F)F)O (TFA). Product: ClC=1C=CC(=C(C1)C1=CC(N(C=C1OC)C(C(=O)NC1=CC=C(C(=O)O)C=C1)C)=O)C#N (4-({2-[4-(5-Chloro-2-cyanophenyl)-5-methoxy-2-oxopyridin-1(2H)-yl]propanoyl}amino)benzoic acid). As a reaction SMILES: [Cl:1][C:2]1[CH:3]=[CH:4][C:5]([C:35]#[N:36])=[C:6]([C:8]2[C:13]([O:14][CH3:15])=[CH:12][N:11]([CH:16]([CH3:33])[C:17]([NH:19][C:20]3[CH:32]=[CH:31][C:23]([C:24]([O:26]C(C)(C)C)=[O:25])=[CH:22][CH:21]=3)=[O:18])[C:10](=[O:34])[CH:9]=2)[CH:7]=1.C(O)(C(F)(F)F)=O>>[Cl:1][C:2]1[CH:3]=[CH:4][C:5]([C:35]#[N:36])=[C:6]([C:8]2[C:13]([O:14][CH3:15])=[CH:12][N:11]([CH:16]([CH3:33])[C:17]([NH:19][C:20]3[CH:32]=[CH:31][C:23]([C:24]([OH:26])=[O:25])=[CH:22][CH:21]=3)=[O:18])[C:10](=[O:34])[CH:9]=2)[CH:7]=1. Procedure details: 42 mg (0.08 mmol) of tert-butyl 4-({2-[4-(5-chloro-2-cyanophenyl)-5-methoxy-2-oxopyridin-1(2H)-yl]propanoyl}amino)benzoate (racemate) (Example 21.1E) were hydrolysed with TFA according to General Method 2. Yield: 24 mg (64% of theory) Reaction SMILES: [C:8]([CH3:9])([CH3:10])([CH3:11])[O:12][C:13](=[O:14])[NH:15][CH:16]([C:17](=[O:18])[OH:19])[c:20]1[cH:21][cH:22][c:23]([NH2:26])[cH:24][cH:25]1.[CH3:1][O:2][S:3]([O:4][CH3:5])(=[O:6])=[O:7].[CH3:29][OH:30].[Na+:28].[OH-:27]>>[CH3:1][NH:26][c:23]1[cH:22][cH:21][c:20]([CH:16]([NH:15][C:13]([O:12][C:8]([CH3:9])([CH3:10])[CH3:11])=[O:14])[C:17](=[O:18])[OH:19])[cH:25][cH:24]1. Product: CNc1ccc(C(NC(=O)OC(C)(C)C)C(=O)O)cc1. The reactants are CC(C)(C)OC(=O)NC(C(=O)O)c1ccc(N)cc1, COS(=O)(=O)OC, CO, [Na+], [OH-]. Reactants: BrCC(=O)OCC (ethyl bromoacetate), O (water), [H-].[Na+] (sodium hydride), OC1=C(CCN2C1=CC1=CC=CC=C21)C(=O)OCC (ethyl 6,7-dihydro-9-hydroxypyrido[1,2-a]indole-8-carboxylate). Run in CN(C)C=O (DMF), CN(C)C=O (DMF). Reaction conditions: time 0.5 hour. Yields the product C(C)OC(=O)C1(C(C=2N(C3=CC=CC=C3C2)CC1)=O)CC(=O)OCC (ethyl 8-(ethoxycarbonyl)-6,7,8,9-tetrahydro-9-oxopyrido[1,2-a]indole-8-acetate). Isolated yield 95.0%. Reaction SMILES: [H-].[Na+].[OH:3][C:4]1[C:9]2=[CH:10][C:11]3[C:16]([N:8]2[CH2:7][CH2:6][C:5]=1[C:17]([O:19][CH2:20][CH3:21])=[O:18])=[CH:15][CH:14]=[CH:13][CH:12]=3.Br[CH2:23][C:24]([O:26][CH2:27][CH3:28])=[O:25].O>CN(C=O)C>[CH2:20]([O:19][C:17]([C:5]1([CH2:23][C:24]([O:26][CH2:27][CH3:28])=[O:25])[CH2:6][CH2:7][N:8]2[C:16]3[C:11]([CH:10]=[C:9]2[C:4]1=[O:3])=[CH:12][CH:13]=[CH:14][CH:15]=3)=[O:18])[CH3:21] |f:0.1|. Procedure details: 1.3 g of sodium hydride were added over 0.5 hour to a stirred, ice-cold solution of 12.85 g of ethyl 6,7-dihydro-9-hydroxypyrido[1,2-a]indole-8-carboxylate in 200 ml of DMF and the mixture was stirred for a further 0.5 hour. A solution of 9.2 g of ethyl bromoacetate in 50 ml of DMF was added dropwise to the cooled mixture. After a further 3 hours at room temperature the mixture was poured into 1.5 l of water and extracted with diethyl ether. The ethereal extracts were washed with water, dried an... Starting materials: COc1ccc2nc(Br)sc2c1, CN(C)c1ncc(-c2nc3ccc(O)cc3s2)cn1, CO. Yields the product Oc1ccc2nc(Br)sc2c1. Reaction SMILES: [Br:1][c:2]1[s:3][c:4]2[c:5]([n:6]1)[cH:7][cH:8][c:9]([O:11][CH3:12])[cH:10]2.[CH3:13][N:14]([CH3:15])[c:16]1[n:17][cH:18][c:19](-[c:20]2[s:21][c:22]3[cH:23][c:24]([OH:25])[cH:26][cH:27][c:28]3[n:29]2)[cH:30][n:31]1.[CH3:32][OH:33]>>[Br:1][c:2]1[s:3][c:4]2[c:5]([n:6]1)[cH:7][cH:8][c:9]([OH:11])[cH:10]2.